Dataset: the Open Reaction Database (ORD), a public repository of structured organic reaction records. Task: describe an organic reaction: reactants, conditions, products, and yield Starting materials: [Br-], CCCCOCCCC, C1CCOC1, CC1(C)OC(=O)c2ccccc2C1n1cncc1C=O, C[Mg+], CC(C)=O, O. Product: CC(O)c1cncn1C1c2ccccc2C(=O)OC1(C)C. RXN SMILES: [Br-:21].[CH2:24]([O:25][CH2:26][CH2:27][CH2:28][CH3:29])[CH2:30][CH2:31][CH3:32].[CH2:37]1[O:38][CH2:39][CH2:40][CH2:41]1.[CH3:1][C:2]1([CH3:20])[O:3][C:4](=[O:19])[c:5]2[cH:6][cH:7][cH:8][cH:9][c:10]2[CH:11]1[n:12]1[cH:13][n:14][cH:15][c:16]1[CH:17]=[O:18].[CH3:22][Mg+:23].[CH3:33][C:34](=[O:35])[CH3:36].[OH2:42]>>[CH3:1][C:2]1([CH3:20])[O:3][C:4](=[O:19])[c:5]2[cH:6][cH:7][cH:8][cH:9][c:10]2[CH:11]1[n:12]1[cH:13][n:14][cH:15][c:16]1[CH:17]([OH:18])[CH3:24].